This data is from the Open Reaction Database (ORD), a public repository of structured organic reaction records. The task is: describe an organic reaction: reactants, conditions, products, and yield Starting materials: CSc1ncc2c(=O)[nH]n(C)c2n1, [NH4+], [OH-], O=P(Cl)(Cl)Cl. Yields the product CSc1ncc2c(Cl)nn(C)c2n1. As a reaction SMILES: [CH3:1][n:2]1[nH:3][c:4](=[O:13])[c:5]2[c:6]1[n:7][c:8]([S:11][CH3:12])[n:9][cH:10]2.[NH4+:19].[OH-:20].[P:14]([Cl:15])([Cl:16])([Cl:17])=[O:18]>>[CH3:1][n:2]1[n:3][c:4]([Cl:16])[c:5]2[c:6]1[n:7][c:8]([S:11][CH3:12])[n:9][cH:10]2. The reactants are O=C([O-])[O-], CCCCNc1nc(N)c2nc(OC)[nH]c2n1, CS(=O)(=O)OCC1CCOC1, CN(C)C=O, CCOC(C)=O, O=C(O)C(F)(F)F, [K+], [K+]. Product: CCCCNc1nc(N)c2nc(OC)n(CC3CCOC3)c2n1. Reaction SMILES: [C:25](=[O:26])([O-:27])[O-:28].[CH2:8]([CH2:9][CH2:10][CH3:11])[NH:12][c:13]1[n:14][c:15]([NH2:24])[c:16]2[n:17][c:18]([O:22][CH3:23])[nH:19][c:20]2[n:21]1.[CH3:31][S:32]([O:33][CH2:36][CH:37]1[CH2:38][O:39][CH2:40][CH2:41]1)(=[O:34])=[O:35].[CH3:42][N:43]([CH3:44])[CH:45]=[O:46].[CH3:47][CH2:48][O:49][C:50](=[O:51])[CH3:52].[F:1][C:2]([F:3])([F:4])[C:5]([OH:6])=[O:7].[K+:29].[K+:30]>>[CH2:8]([CH2:9][CH2:10][CH3:11])[NH:12][c:13]1[n:14][c:15]([NH2:24])[c:16]2[n:17][c:18]([O:22][CH3:23])[n:19]([CH2:36][CH:37]3[CH2:38][O:39][CH2:40][CH2:41]3)[c:20]2[n:21]1. Starting materials: FC(CCCC1CCC(CC1)Br)F (4-(4,4-difluorobutyl)cyclohexylbromide), Cl[SiH]1CCC(CC1)C1=CC=C(C=C1)Cl (4-(4-chloro-4-silacyclohexyl)-1-chlorobenzene), Cl[SiH]1CCC(CC1)C1=CC(=C(C=C1)F)F (4-(4-chloro-4-silacyclohexyl)-1,2-difluorobenzene). The product is FC(CCC[C@@H]1CC[C@H](CC1)[Si@@H]1CC[C@H](CC1)C1=CC=C(C=C1)Cl)F (4-(trans-4-(trans-4-(4,4-difluorobutyl)cyclohexyl)-4-silacyclohexyl)-1-chlorobenzene). RXN SMILES: [F:1][CH:2]([F:13])[CH2:3][CH2:4][CH2:5][CH:6]1[CH2:11][CH2:10][CH:9](Br)[CH2:8][CH2:7]1.Cl[SiH:15]1[CH2:20][CH2:19][CH:18]([C:21]2[CH:26]=[CH:25][C:24]([Cl:27])=[CH:23][CH:22]=2)[CH2:17][CH2:16]1.Cl[SiH]1CCC(C2C=CC(F)=C(F)C=2)CC1>>[F:1][CH:2]([F:13])[CH2:3][CH2:4][CH2:5][C@H:6]1[CH2:11][CH2:10][C@H:9]([Si@H:15]2[CH2:20][CH2:19][C@H:18]([C:21]3[CH:22]=[CH:23][C:24]([Cl:27])=[CH:25][CH:26]=3)[CH2:17][CH2:16]2)[CH2:8][CH2:7]1. Procedure: The above compound was obtained in the same manner as Example 6, using 4-(4,4-difluorobutyl)cyclohexylbromide and 4-(4-chloro-4-silacyclohexyl)-1-chlorobenzene instead of 4-(4-fluorobutyl)cyclohexybromide and 4-(4-chloro-4-silacyclohexyl)-1,2-difluorobenzene, respectively. Starting materials: O=C1CCC(=O)N1Br, ClC(Cl)(Cl)Cl, CCOC(=O)c1cnc2c(cnn2CC)c1OCC. The product is CCOC(=O)c1cnc2[nH]ncc2c1OCC. RXN SMILES: [Br:20][N:21]1[C:22](=[O:23])[CH2:24][CH2:25][C:26]1=[O:27].[C:28]([Cl:29])([Cl:30])([Cl:31])[Cl:32].[CH2:1]([CH3:2])[O:3][c:4]1[c:5]2[c:6]([n:7][cH:8][c:9]1[C:10](=[O:11])[O:12][CH2:13][CH3:14])[n:15]([CH2:18][CH3:19])[n:16][cH:17]2>>[CH2:1]([CH3:2])[O:3][c:4]1[c:5]2[c:6]([n:7][cH:8][c:9]1[C:10](=[O:11])[O:12][CH2:13][CH3:14])[nH:15][n:16][cH:17]2. Starting materials: Cl.N1=CC=C(C=C1)CC#N (4-pyridyl acetonitrile hydrochloride), [H-].[Na+] (sodium hydride), ClCCN(C)CCCl (2-Chloro-N-(2-chloroethyl)-N-methylethanamine). Run in Cl (hydrochloric acid), CS(=O)C (DMSO). Reaction conditions: temperature 23 celsius, time 30 minute. Product: CN1CCC(CC1)(C#N)C1=CC=NC=C1 (1-methyl-4-(pyridin-4-yl)piperidine-4-carbonitrile). Yield: 15.4%. Reaction SMILES: Cl.[N:2]1[CH:7]=[CH:6][C:5]([CH2:8][C:9]#[N:10])=[CH:4][CH:3]=1.[H-].[Na+].Cl[CH2:14][CH2:15][N:16]([CH2:18][CH2:19]Cl)[CH3:17]>CS(C)=O.Cl>[CH3:17][N:16]1[CH2:18][CH2:19][C:8]([C:5]2[CH:6]=[CH:7][N:2]=[CH:3][CH:4]=2)([C:9]#[N:10])[CH2:14][CH2:15]1 |f:0.1,2.3|. Reported procedure: A solution of 4-pyridyl acetonitrile hydrochloride (1.0 g, 6.47 mmol) in DMSO (8 mL) was treated with sodium hydride (0.735 g, 29.11 mmol) portionwise. The resulting suspension was stirred at 23° C. for 30 minutes. 2-Chloro-N-(2-chloroethyl)-N-methylethanamine (1.37 g, 7.11 mmol) was then slowly added over 5 minutes, then the suspension was heated at 65° C. overnight. The reaction was then diluted with 1N hydrochloric acid and washed with ethyl acetate (2×). The aqueous phase was basified with 5... Reactants: CCOc1cc(C(C)(C)C)ncc1C1=NC(C)(c2ccc(Cl)cc2)C(C)(c2ccc(Cl)cc2)N1C(=O)Cl, CC(=O)NCCN1CCNCC1. Yields the product CCOc1cc(C(C)(C)C)ncc1C1=NC(C)(c2ccc(Cl)cc2)C(C)(c2ccc(Cl)cc2)N1C(=O)N1CCN(CCNC(C)=O)CC1. Reaction SMILES: [C:1]([CH3:2])([CH3:3])([CH3:4])[c:5]1[cH:6][c:7]([O:35][CH2:36][CH3:37])[c:8]([C:11]2=[N:15][C:14]([CH3:16])([c:17]3[cH:18][cH:19][c:20]([Cl:23])[cH:21][cH:22]3)[C:13]([CH3:24])([c:25]3[cH:26][cH:27][c:28]([Cl:31])[cH:29][cH:30]3)[N:12]2[C:32](=[O:33])[Cl:34])[cH:9][n:10]1.[N:38]1([CH2:44][CH2:45][NH:46][C:47]([CH3:48])=[O:49])[CH2:39][CH2:40][NH:41][CH2:42][CH2:43]1>>[C:1]([CH3:2])([CH3:3])([CH3:4])[c:5]1[cH:6][c:7]([O:35][CH2:36][CH3:37])[c:8]([C:11]2=[N:15][C:14]([CH3:16])([c:17]3[cH:18][cH:19][c:20]([Cl:23])[cH:21][cH:22]3)[C:13]([CH3:24])([c:25]3[cH:26][cH:27][c:28]([Cl:31])[cH:29][cH:30]3)[N:12]2[C:32](=[O:33])[N:41]2[CH2:40][CH2:39][N:38]([CH2:44][CH2:45][NH:46][C:47]([CH3:48])=[O:49])[CH2:43][CH2:42]2)[cH:9][n:10]1. Starting materials: CN(C)c1cc(Br)nc(Oc2cccc(C(F)(F)F)c2)c1, [Li]CCCC, CCOCC, CC(C)N=C=O. The product is CC(C)NC(=O)c1cc(N(C)C)cc(Oc2cccc(C(F)(F)F)c2)n1. Reaction SMILES: [Br:1][c:2]1[n:3][c:4]([O:11][c:12]2[cH:13][c:14]([C:18]([F:19])([F:20])[F:21])[cH:15][cH:16][cH:17]2)[cH:5][c:6]([N:8]([CH3:9])[CH3:10])[cH:7]1.[CH3:22][CH2:23][CH2:24][CH2:25][Li:26].[CH3:33][CH2:34][O:35][CH2:36][CH3:37].[CH:27]([CH3:28])([CH3:29])[N:30]=[C:31]=[O:32]>>[c:2]1([C:31]([NH:30][CH:27]([CH3:28])[CH3:29])=[O:32])[n:3][c:4]([O:11][c:12]2[cH:13][c:14]([C:18]([F:19])([F:20])[F:21])[cH:15][cH:16][cH:17]2)[cH:5][c:6]([N:8]([CH3:9])[CH3:10])[cH:7]1. Reactants: ClCCl, CN(C)C1(c2ccccc2)CCC(=O)CC1, CN(C)C1(c2ccccc2)CC=C(c2[nH]c3ccccc3c2Cc2ccccn2)CC1, O=S(=O)(O)C(F)(F)F, [Na+], [OH-]. Yields the product CN(C)C1(c2ccccc2)CCC(c2[nH]c3ccccc3c2Cc2ccccn2)CC1. Reaction SMILES: [CH2:58]([Cl:59])[Cl:60].[CH3:40][N:41]([CH3:42])[C:43]1([c:44]2[cH:45][cH:46][cH:47][cH:48][cH:49]2)[CH2:50][CH2:51][C:52](=[O:53])[CH2:54][CH2:55]1.[CH3:9][N:10]([C:11]1([c:33]2[cH:34][cH:35][cH:36][cH:37][cH:38]2)[CH2:12][CH:13]=[C:14]([c:17]2[nH:18][c:19]3[cH:20][cH:21][cH:22][cH:23][c:24]3[c:25]2[CH2:26][c:27]2[n:28][cH:29][cH:30][cH:31][cH:32]2)[CH2:15][CH2:16]1)[CH3:39].[F:1][C:2]([F:3])([F:4])[S:5]([OH:6])(=[O:7])=[O:8].[Na+:57].[OH-:56]>>[CH3:9][N:10]([C:11]1([c:33]2[cH:34][cH:35][cH:36][cH:37][cH:38]2)[CH2:12][CH2:13][CH:14]([c:17]2[nH:18][c:19]3[cH:20][cH:21][cH:22][cH:23][c:24]3[c:25]2[CH2:26][c:27]2[n:28][cH:29][cH:30][cH:31][cH:32]2)[CH2:15][CH2:16]1)[CH3:39]. Starting materials: CCO, c1cc(OCC2CO2)c2cccnc2c1, O=C(NC(CCCc1ccccc1)CCCc1ccccc1)C1CCCN(C(=O)C2CCCCN2)C1. Yields the product O=C(NC(CCCc1ccccc1)CCCc1ccccc1)C1CCCN(C(=O)C2CCCCN2CC(O)COc2cccc3ncccc23)C1. As a reaction SMILES: [CH3:52][CH2:53][OH:54].[O:37]1[CH:38]([CH2:40][O:41][c:42]2[c:43]3[cH:44][cH:45][cH:46][n:47][c:48]3[cH:49][cH:50][cH:51]2)[CH2:39]1.[c:1]1([CH2:7][CH2:8][CH2:9][CH:10]([CH2:11][CH2:12][CH2:13][c:14]2[cH:15][cH:16][cH:17][cH:18][cH:19]2)[NH:20][C:21](=[O:22])[CH:23]2[CH2:24][N:25]([C:29](=[O:30])[CH:31]3[NH:32][CH2:33][CH2:34][CH2:35][CH2:36]3)[CH2:26][CH2:27][CH2:28]2)[cH:2][cH:3][cH:4][cH:5][cH:6]1>>[c:1]1([CH2:7][CH2:8][CH2:9][CH:10]([CH2:11][CH2:12][CH2:13][c:14]2[cH:15][cH:16][cH:17][cH:18][cH:19]2)[NH:20][C:21](=[O:22])[CH:23]2[CH2:24][N:25]([C:29](=[O:30])[CH:31]3[N:32]([CH2:39][CH:38]([OH:37])[CH2:40][O:41][c:42]4[c:43]5[cH:44][cH:45][cH:46][n:47][c:48]5[cH:49][cH:50][cH:51]4)[CH2:33][CH2:34][CH2:35][CH2:36]3)[CH2:26][CH2:27][CH2:28]2)[cH:2][cH:3][cH:4][cH:5][cH:6]1. The reactants are CC1=CC=C(CN2CCNCC2)C=C1 (1-(4-methylbenzyl)piperazine), C1(=CC=CC=C1)C(=CC=O)C1=NC=CC=C1 (3-phenyl-3-(2-pyridyl)propenal), solution, Cl (hydrochloric acid). The solvent is O1CCCC1 (tetrahydrofuran), O1CCCC1 (tetrahydrofuran), C(C)OCC (ethyl ether), C(C)O (ethyl alcohol), C(C)OCC (ethyl ether). Conditions: temperature 66 celsius, time 8 hour. Yields the product Cl.CC1=CC=C(CN2CCN(CC2)C2=CC(=C3C=CC=CN23)C2=CC=CC=C2)C=C1 (3-[4-(4-Methylbenzyl)-1-piperazinyl]-1-phenylindolizine hydrochloride). RXN SMILES: [CH3:1][C:2]1[CH:14]=[CH:13][C:5]([CH2:6][N:7]2[CH2:12][CH2:11][NH:10][CH2:9][CH2:8]2)=[CH:4][CH:3]=1.[C:15]1([C:21]([C:25]2[CH:30]=[CH:29][CH:28]=[CH:27][N:26]=2)=[CH:22][CH:23]=O)[CH:20]=[CH:19][CH:18]=[CH:17][CH:16]=1.[ClH:31]>O1CCCC1.C(OCC)C.C(O)C>[ClH:31].[CH3:1][C:2]1[CH:3]=[CH:4][C:5]([CH2:6][N:7]2[CH2:12][CH2:11][N:10]([C:23]3[N:26]4[C:25]([CH:30]=[CH:29][CH:28]=[CH:27]4)=[C:21]([C:15]4[CH:20]=[CH:19][CH:18]=[CH:17][CH:16]=4)[CH:22]=3)[CH2:9][CH2:8]2)=[CH:13][CH:14]=1 |f:6.7|. Procedure: A solution of 1-(4-methylbenzyl)piperazine (14 g) in tetrahydrofuran (30 cc) is added in the course of 15 minutes at a temperature in the region of 20° C. to a stirred solution of 3-phenyl-3-(2-pyridyl)propenal (5.4 g) in tetrahydrofuran (150 cc), and the mixture is left with stirring for 8 hours at a temperature in the region of 66° C. After the solution is cooled to a temperature in the region of 20° C., the reaction mixture is evaporated to dryness under reduced pressure (20 mm Hg; 2.7 kPa) a...